From a dataset of the Open Reaction Database (ORD), a public repository of structured organic reaction records. describe an organic reaction: reactants, conditions, products, and yield Product: Clc1ccc(CCC2(C3(Cl)CC3)CO2)cc1. The reactants are CC(C)(C)O, CSC, COS(=O)(=O)OC, O=C(CCc1ccc(Cl)cc1)C1(Cl)CC1, [K+], [OH-]. As a reaction SMILES: [C:28]([OH:29])([CH3:30])([CH3:31])[CH3:32].[CH3:1][S:2][CH3:3].[CH3:4][O:5][S:6](=[O:7])(=[O:8])[O:9][CH3:10].[Cl:11][c:12]1[cH:13][cH:14][c:15]([CH2:18][CH2:19][C:20](=[O:21])[C:22]2([Cl:25])[CH2:23][CH2:24]2)[cH:16][cH:17]1.[K+:27].[OH-:26]>>[O:9]1[CH2:10][C:20]1([CH2:19][CH2:18][c:15]1[cH:14][cH:13][c:12]([Cl:11])[cH:17][cH:16]1)[C:22]1([Cl:25])[CH2:23][CH2:24]1. Reactants: CCO, [K+], [OH-], O, CCOC(=O)C(CCc1ccccc1)Oc1ccc(-c2ccco2)cc1. The product is O=C(O)C(CCc1ccccc1)Oc1ccc(-c2ccco2)cc1. As a reaction SMILES: [CH3:30][CH2:31][OH:32].[K+:2].[OH-:1].[OH2:29].[o:3]1[c:4](-[c:8]2[cH:9][cH:10][c:11]([O:12][CH:13]([C:14](=[O:15])[O:16][CH2:17][CH3:18])[CH2:19][CH2:20][c:21]3[cH:22][cH:23][cH:24][cH:25][cH:26]3)[cH:27][cH:28]2)[cH:5][cH:6][cH:7]1>>[o:3]1[c:4](-[c:8]2[cH:9][cH:10][c:11]([O:12][CH:13]([C:14](=[O:15])[OH:16])[CH2:19][CH2:20][c:21]3[cH:22][cH:23][cH:24][cH:25][cH:26]3)[cH:27][cH:28]2)[cH:5][cH:6][cH:7]1. Reactants: Br.BrCCCN (3-bromopropylamine hydrobromide), C(C)(C)N(CC)C(C)C (diisopropylethylamine), C1=CC=CC=2C3=CC=CC=C3C(C12)COC(=O)Cl (9-fluorenylmethoxycarbonyl chloride). The solvent is ClCCl (dichloromethane), ClCCl (dichloromethane). Run at time 3 hour. The product is C1=CC=CC=2C3=CC=CC=C3C(C12)COC(=O)NCCCBr (3-(9-fluorenylmethoxycarbonylamino)propyl bromide). Yield: 95.0%. RXN SMILES: Br.[Br:2][CH2:3][CH2:4][CH2:5][NH2:6].C(N(C(C)C)CC)(C)C.[CH:16]1[C:28]2[CH:27]([CH2:29][O:30][C:31](Cl)=[O:32])[C:26]3[C:21](=[CH:22][CH:23]=[CH:24][CH:25]=3)[C:20]=2[CH:19]=[CH:18][CH:17]=1>ClCCl>[CH:16]1[C:28]2[CH:27]([CH2:29][O:30][C:31]([NH:6][CH2:5][CH2:4][CH2:3][Br:2])=[O:32])[C:26]3[C:21](=[CH:22][CH:23]=[CH:24][CH:25]=3)[C:20]=2[CH:19]=[CH:18][CH:17]=1 |f:0.1|. Procedure: To a solution of 3-bromopropylamine hydrobromide (5.0 g) and diisopropylethylamine (5.90 g) in dichloromethane (80 ml) was added portionwise 9-fluorenylmethoxycarbonyl chloride (5.91 g) and the mixture was stirred at ambient temperature for 3 hours and stand overnight. The resulting mixture was diluted with dichloromethane (50 ml) and the organic layer was washed successively with 1N hydrochloric acid and brine. Drying, filtering and removal of solvents afforded a crude product. The crude produc... RXN SMILES: [Br:29][N:30]1[C:31](=[O:32])[CH2:33][CH2:34][C:35]1=[O:36].[CH3:37][C:38]#[N:39].[F:1][c:2]1[cH:3][c:4]([O:21][CH3:22])[c:5](-[c:8]2[cH:9][n:10][c:11]3[n:12]2[n:13][cH:14][c:15]([C:17]([CH3:18])([CH3:19])[OH:20])[n:16]3)[cH:6][cH:7]1.[F:24][B-:25]([F:26])([F:27])[F:28].[H+:23]>>[F:1][c:2]1[cH:3][c:4]([O:21][CH3:22])[c:5](-[c:8]2[cH:9][n:10][c:11]3[n:12]2[n:13][cH:14][c:15]([C:17]([CH3:18])([CH3:19])[OH:20])[n:16]3)[cH:6][c:7]1[Br:29]. Product: COc1cc(F)c(Br)cc1-c1cnc2nc(C(C)(C)O)cnn12. Reactants: O=C1CCC(=O)N1Br, CC#N, COc1cc(F)ccc1-c1cnc2nc(C(C)(C)O)cnn12, F[B-](F)(F)F, [H+].